Dataset: the Open Reaction Database (ORD), a public repository of structured organic reaction records. Task: describe an organic reaction: reactants, conditions, products, and yield Reactants: benzoyl halides, FC1=C(C(=O)O)C=C(C(=C1)F)F (2,4,5-trifluorobenzoic acid), ClC=1C(=C(C(=O)O)C=C(C1F)F)F (3-chloro-2,4,5-trifluorobenzoic acid), crude product, S(=O)(Cl)Cl (thionyl chloride), ClC=1C(=C(C(=C(C(=O)Cl)C1)Cl)Cl)Cl (tetrachlorobenzoyl chloride), [F-].[K+] (potassium fluoride), ClC=1C(=C(C(=O)F)C=C(C1F)Cl)F (3,5-dichloro-2,4-difluorobenzoyl fluoride), ClC=1C(=C(C(=C(C(=O)F)C1)F)F)F (5-chloro-2,3,4-trifluorobenzoyl fluoride). The solvent is chlorosulphonic acid leads, S1(=O)(=O)CCCC1 (sulpholane). Yields the product ClC=1C(=C(C(=O)Cl)C=C(C1F)F)F (3-chloro-2,4,5-trifluorobenzoyl chloride). As a reaction SMILES: [Cl:1]C1C(F)=C(C=C(Cl)C=1F)C(F)=O.ClC1C(F)=C(F)C(F)=C(C=1)C(F)=O.ClC1C(Cl)=C(Cl)C(Cl)=C(C=1)C(Cl)=O.[F-].[K+].FC1C=C(F)C(F)=CC=1C(O)=O.[Cl:54][C:55]1[C:56]([F:66])=[C:57]([CH:61]=[C:62]([F:65])[C:63]=1[F:64])[C:58](O)=[O:59].S(Cl)(Cl)=O>S1(CCCC1)(=O)=O>[Cl:54][C:55]1[C:56]([F:66])=[C:57]([CH:61]=[C:62]([F:65])[C:63]=1[F:64])[C:58]([Cl:1])=[O:59] |f:3.4|. Procedure details: The benzoyl halides (1) used as starting materials for this synthetic route are prepared as follows: 3,5-dichloro-2,4-difluorobenzoyl fluoride (boiling point 97° /20 mbar; nD20 =1.5148) and 5-chloro-2,3,4-trifluorobenzoyl fluoride (boiling point 68°-70° /20 mbar; nD20 = 1.4764) are obtained together by heating tetrachlorobenzoyl chloride with potassium fluoride in sulpholane at elevated temperatures: ##STR14## The chlorination of 2,4,5-trifluorobenzoic acid in chlorosulphonic acid leads to 3-chl... The solvent is CO (methanol), C(C)#N (acetonitrile). Isolated yield 77.8%. Product: C(CC)OC(NC1=C(C=C(C=C1)NCC1=C(C2=C(S1)C=CC(=C2)N(C)C)C)C)=O ({4-[(5-Dimethylamino-3-methyl-benzo[b]thiophen-2-ylmethyl)-amino]-2-methylphenyl}-carbamic acid propyl ester). The reactants are C(#N)[BH3-].[Na+] (sodium cyanoborohydride), C(C)(=O)O (acetic acid), C(CC)OC(NC1=C(C=C(C=C1)N)C)=O ((4-amino-2-methylphenyl)-carbamic acid propyl ester), CN(C1=CC2=C(SC(=C2C)C=O)C=C1)C (5-dimethylamino-3-methyl-benzo[b]thiophene-2-carbaldehyde). As a reaction SMILES: [CH2:1]([O:4][C:5](=[O:15])[NH:6][C:7]1[CH:12]=[CH:11][C:10]([NH2:13])=[CH:9][C:8]=1[CH3:14])[CH2:2][CH3:3].[CH3:16][N:17]([CH3:30])[C:18]1[CH:29]=[CH:28][C:21]2[S:22][C:23]([CH:26]=O)=[C:24]([CH3:25])[C:20]=2[CH:19]=1.C([BH3-])#N.[Na+].C(O)(=O)C>C(#N)C.CO>[CH2:1]([O:4][C:5](=[O:15])[NH:6][C:7]1[CH:12]=[CH:11][C:10]([NH:13][CH2:26][C:23]2[S:22][C:21]3[CH:28]=[CH:29][C:18]([N:17]([CH3:16])[CH3:30])=[CH:19][C:20]=3[C:24]=2[CH3:25])=[CH:9][C:8]=1[CH3:14])[CH2:2][CH3:3] |f:2.3|. Procedure: A solution of (4-amino-2-methylphenyl)-carbamic acid propyl ester (21 mg, 0.10 mmol) and 5-dimethylamino-3-methyl-benzo[b]thiophene-2-carbaldehyde (26 mg, 0.12 mmol) in acetonitrile (0.5 mL) was heated at 170° C. for 2 minutes using a Personal Chemistry Smith Synthesizer microwave device. After cooling to room temperature, a solution of sodium cyanoborohydride (25 mg, 0.40 mmol) in methanol (0.1 mL) was added followed by acetic acid (50 μL), and the mixture was stirred for 30 minutes. It was par... Conditions: time 30 minute. Reactants: Cl, CCOC(=O)C(c1csc(=N)[nH]1)S(=O)(=O)O. The product is N=c1[nH]c(C(C(=O)O)S(=O)(=O)O)cs1. As a reaction SMILES: [ClH:17].[NH:1]=[c:2]1[s:3][cH:4][c:5]([CH:7]([C:8](=[O:9])[O:10][CH2:11][CH3:12])[S:13](=[O:14])(=[O:15])[OH:16])[nH:6]1>>[NH:1]=[c:2]1[s:3][cH:4][c:5]([CH:7]([C:8](=[O:9])[OH:10])[S:13](=[O:14])(=[O:15])[OH:16])[nH:6]1. The reactants are ClCC=1C=CC=C2C(=CN=NC12)C(=O)OC (methyl 8-(chloromethyl)cinnoline-4-carboxylate), [F-] (fluoride). Solvent: C1=CC=CC=C1 (benzene). Yields the product FCC=1C=CC=C2C(=CN=NC12)C(=O)OC (Methyl 8-(fluoromethyl)cinnoline-4-carboxylate). RXN SMILES: Cl[CH2:2][C:3]1[CH:4]=[CH:5][CH:6]=[C:7]2[C:12]=1[N:11]=[N:10][CH:9]=[C:8]2[C:13]([O:15][CH3:16])=[O:14].[F-:17]>C1C=CC=CC=1>[F:17][CH2:2][C:3]1[CH:4]=[CH:5][CH:6]=[C:7]2[C:12]=1[N:11]=[N:10][CH:9]=[C:8]2[C:13]([O:15][CH3:16])=[O:14]. Procedure: A mixture of 0.35 g of 58B, 3.0 g of Amberlyst A26 fluoride resin and 5 ml of benzene was stirred vigorously at mild reflux in a nitrogen atmosphere overnight. The resulting mixture was filtered, and the filtrate was stripped of solvent. The residue was chromatographed over silica gel, using a 1:99 v:v mixture of ethyl acetate and methylene chloride as eluent, to give 58, as a yellow solid, m.p.: 104°-105° C.